This data is from the Open Reaction Database (ORD), a public repository of structured organic reaction records. The task is: describe an organic reaction: reactants, conditions, products, and yield Starting materials: O (water), C(CO)Br (ethylene bromohydrin), C([O-])([O-])=O.[K+].[K+] (potassium carbonate), CC=1C(=NC=CC1SCCCN)CSC1=NC2=C(N1)C=CC=C2 (2-((3-Methyl-4-(3-aminopropylthio)-2-pyridyl)methylthio)-1H-benzimidazole), CN(C=O)C (dimethylformamide). Reaction conditions: time 3 hour. Product: CC=1C(=NC=CC1SCCCN(CCO)CCO)CSC1=NC2=C(N1)C=CC=C2 (2-((3-methyl-4-(3-(N,N-bis(2-hydroxyethyl)amino)propylthio)-2-pyridyl)methylthio)-1H-benzimidazole). Reaction SMILES: [CH3:1][C:2]1[C:3]([CH2:13][S:14][C:15]2[NH:19][C:18]3[CH:20]=[CH:21][CH:22]=[CH:23][C:17]=3[N:16]=2)=[N:4][CH:5]=[CH:6][C:7]=1[S:8][CH2:9][CH2:10][CH2:11][NH2:12].[CH2:24](Br)[CH2:25][OH:26].[C:28](=[O:31])([O-])[O-].[K+].[K+].O.[CH3:35]N(C)C=O>>[CH3:1][C:2]1[C:3]([CH2:13][S:14][C:15]2[NH:16][C:17]3[CH:23]=[CH:22][CH:21]=[CH:20][C:18]=3[N:19]=2)=[N:4][CH:5]=[CH:6][C:7]=1[S:8][CH2:9][CH2:10][CH2:11][N:12]([CH2:35][CH2:28][OH:31])[CH2:24][CH2:25][OH:26] |f:2.3.4|. Procedure details: 2-((3-Methyl-4-(3-aminopropylthio)-2-pyridyl)methylthio)-1H-benzimidazole (2.0 g) was dissolved in dimethylformamide (20 ml) and thereto were added ethylene bromohydrin (1.52 g) and potassium carbonate (2.0 g). The mixture was stirred at 70°-80° C. for 3 hours. The reaction mixture was poured into water and extracted with ethyl acetate. The extract was washed with water, dried over anhydrous magnesium sulfate and the solvent was distilled away under reduced pressure. The residue was subjected to... Reactants: O=C1N(C=CN(C(C1=CC1=NN(C2=CC=CC=C12)C(=O)OC(C)(C)C)=O)C1=CC=CC=C1)CC(=O)N(C1=CC=C(C=C1)OC)C(C)C (2-[2,4-dioxo-3-(1-tert-butyloxycarbonyl-1H-indazol-3-ylmethylene)-5-phenyl-2,3,4,5-tetrahydro-1H-1,5-diazepin-1-yl]-N-isopropyl-N-(4-methoxyphenyl)acetamide), C(=O)(C(F)(F)F)O (TFA). The solvent is C(Cl)(Cl)Cl (CHCl3). Reaction conditions: time 6 hour. Yields the product O=C1N(C=CN(C(C1=CC1=NNC2=CC=CC=C12)=O)C1=CC=CC=C1)CC(=O)N(C1=CC=C(C=C1)OC)C(C)C (2-[2,4-Dioxo-3-(1H-indazol-3-ylmethylene)-5-phenyl-2,3,4,5-tetrahydro-1H-1,5-diazepin-1-yl]-N-isopropyl-N-(4-methoxyphenyl)acetamide). Yield: 94.3%. As a reaction SMILES: [O:1]=[C:2]1[C:8](=[CH:9][C:10]2[C:18]3[C:13](=[CH:14][CH:15]=[CH:16][CH:17]=3)[N:12](C(OC(C)(C)C)=O)[N:11]=2)[C:7](=[O:26])[N:6]([C:27]2[CH:32]=[CH:31][CH:30]=[CH:29][CH:28]=2)[CH:5]=[CH:4][N:3]1[CH2:33][C:34]([N:36]([CH:45]([CH3:47])[CH3:46])[C:37]1[CH:42]=[CH:41][C:40]([O:43][CH3:44])=[CH:39][CH:38]=1)=[O:35].C(O)(C(F)(F)F)=O>C(Cl)(Cl)Cl>[O:1]=[C:2]1[C:8](=[CH:9][C:10]2[C:18]3[C:13](=[CH:14][CH:15]=[CH:16][CH:17]=3)[NH:12][N:11]=2)[C:7](=[O:26])[N:6]([C:27]2[CH:28]=[CH:29][CH:30]=[CH:31][CH:32]=2)[CH:5]=[CH:4][N:3]1[CH2:33][C:34]([N:36]([CH:45]([CH3:47])[CH3:46])[C:37]1[CH:38]=[CH:39][C:40]([O:43][CH3:44])=[CH:41][CH:42]=1)=[O:35]. Procedure details: The 2-[2,4-dioxo-3-(1-tert-butyloxycarbonyl-1H-indazol-3-ylmethylene)-5-phenyl-2,3,4,5-tetrahydro-1H-1,5-diazepin-1-yl]-N-isopropyl-N-(4-methoxyphenyl)acetamide (170 mg) was dissolved in CHCl3 (10 ml) and TFA (5 ml) was added. The reaction mixture was stirred for 6 hrs and the solvents were removed in vacuo. The crude product was purified by RP HPLC Dynamax (C-8) (10 ml/min (50% Acetonitrile, 50% Water (0.1% TFA), followed by lyophilization, to afford the titled product of Example 1 (135 mg) as ...